The task is: describe an organic reaction: reactants, conditions, products, and yield. This data is from the Open Reaction Database (ORD), a public repository of structured organic reaction records. Reactants: C(CCC)N=C=O (butyl isocynate), C(O)CN (ethanolamine), C(=O)=O (dry ice). Run in ClCCl (dichloromethane). Reaction conditions: temperature 30 celsius. Yields the product OCCNC(=O)NCCCC (N-Hydroxyethyl-N'-Butyl Urea). Isolated yield 113.0%. As a reaction SMILES: [CH2:1]([CH2:3][NH2:4])[OH:2].[CH2:5]([N:9]=[C:10]=[O:11])[CH2:6][CH2:7][CH3:8].C(=O)=O>ClCCl>[OH:2][CH2:1][CH2:3][NH:4][C:10]([NH:9][CH2:5][CH2:6][CH2:7][CH3:8])=[O:11]. Reported procedure: 61.7 Grams (1 mole @ 99% purity) of ethanolamine and 170 grams of dichloromethane were charged to a flask equipped with stirrer, thermometer, feed tank, distillation head and condenser. 101 Grams (1 mole @ 98% purity) of butyl isocynate were fed dropwise with stirring and cooling (dry ice bath) during 1.5 hrs. such that the temperature of the reaction mixture was maintained at about 30° C. At this time some solid had been formed and it was redissolved by heating to 46° C. The mixture was stirred... Product: C(C)(C)(C)OC(=O)N[C@H]([C@H](/C=C/C(=O)OC)O)CC1=CC=CC=C1 (trans-(4S,5S)-Methyl 5-(t-Butyloxycarbonylamino)-4-hydroxy-6-phenyl-2-hexenoate). The solvent is CCCCCC (hexane). Isolated yield 75.0%. As a reaction SMILES: [C:1]([O:5][C:6]([NH:8][C@@H:9]([CH2:24][C:25]1[CH:30]=[CH:29][CH:28]=[CH:27][CH:26]=1)[C@@H:10]([O:17]C1CCCCO1)/[CH:11]=[CH:12]/[C:13]([O:15][CH3:16])=[O:14])=[O:7])([CH3:4])([CH3:3])[CH3:2].C(OCC)(=O)C>CCCCCC>[C:1]([O:5][C:6]([NH:8][C@@H:9]([CH2:24][C:25]1[CH:26]=[CH:27][CH:28]=[CH:29][CH:30]=1)[C@@H:10]([OH:17])/[CH:11]=[CH:12]/[C:13]([O:15][CH3:16])=[O:14])=[O:7])([CH3:4])([CH3:2])[CH3:3]. Procedure details: Using the procedure of Example 6 with the resultant compound of Example 12 provided, following silica gel chromatography using a gradient of 15-30% ethyl acetate in hexane, the desired compound (m.p. 108°-109° C., Rf 0.44, 2:1 hexane:ethyl acetate) in 75% yield. 1H NMR (CDCl3) 1.39 (s, 9 H), 2.96 (d, J=8 Hz, 2 H), 3.73 (s, 3 H), 3.75-3.85 (m, 2 H), 4.32 (br, 1 H), 4.79 (br d, 1 H), 6.11 (br d, J=15 Hz, 1 H), 6.94 (dd, J=15, 4 Hz, 1 H), 7.2-7.35 (m, 5 H). Mass spectrum: (M+H)+ =336. Reactants: C(C)(C)(C)OC(=O)N[C@H]([C@H](/C=C/C(=O)OC)OC1OCCCC1)CC1=CC=CC=C1 (trans-(4S,5S)-Methyl 5-(t-Butyloxycarbonylamino)-6-phenyl-4-((3,4,5,6-tetrahydropyran-2-yl)oxy)-2-hexenoate), C(C)(=O)OCC (ethyl acetate). Reactants: N1CCCC2=CC=CC(=C12)C(=O)O (1,2,3,4-tetrahydroquinoline-8-carboxylic acid), NCCC[C@@H]1CN(C(O1)=O)C=1C=CC2=C(NC(CS2)=O)C1 (6-[(R)-5-(3-amino-propyl)-2-oxo-oxazolidin-3-yl]-4H-benzo[1,4]thiazin-3-one). Product: O=C1O[C@@H](CN1C1=CC2=C(SCC(N2)=O)C=C1)CCCNC(=O)C=1C=CC=C2CCCNC12 ((R)—N-(3-(2-oxo-3-(3-oxo-3,4-dihydro-2H-benzo[b][1,4]thiazin-6-yl)oxazolidin-5-yl)propyl)-1,2,3,4-tetrahydroquinoline-8-carboxamide). The yield is 85.0%. As a reaction SMILES: [NH:1]1[C:10]2[C:5](=[CH:6][CH:7]=[CH:8][C:9]=2[C:11]([OH:13])=O)[CH2:4][CH2:3][CH2:2]1.[NH2:14][CH2:15][CH2:16][CH2:17][C@H:18]1[O:22][C:21](=[O:23])[N:20]([C:24]2[CH:25]=[CH:26][C:27]3[S:32][CH2:31][C:30](=[O:33])[NH:29][C:28]=3[CH:34]=2)[CH2:19]1>>[O:23]=[C:21]1[N:20]([C:24]2[CH:25]=[CH:26][C:27]3[S:32][CH2:31][C:30](=[O:33])[NH:29][C:28]=3[CH:34]=2)[CH2:19][C@@H:18]([CH2:17][CH2:16][CH2:15][NH:14][C:11]([C:9]2[CH:8]=[CH:7][CH:6]=[C:5]3[C:10]=2[NH:1][CH2:2][CH2:3][CH2:4]3)=[O:13])[O:22]1. Procedure details: Starting from 1,2,3,4-tetrahydroquinoline-8-carboxylic acid and 6-[(R)-5-(3-amino-propyl)-2-oxo-oxazolidin-3-yl]-4H-benzo[1,4]thiazin-3-one (described in WO 2010/041219) and using Procedure D, the title compound was obtained as a beige solid (114 mg; 85% yield).